describe an organic reaction: reactants, conditions, products, and yield From a dataset of the Open Reaction Database (ORD), a public repository of structured organic reaction records. Starting materials: C[SiH](C)Oc1cc(C(C)(C)C)cc2sc(C3=NC(C(=O)O)C(C)(C)S3)nc12, ClCCl, O=C(Cl)C(=O)Cl, CN(C)C=O. Product: C[SiH](C)Oc1cc(C(C)(C)C)cc2sc(C3=NC(C(=O)O)C(C)(C)S3)nc12, [Cl-]. Reaction SMILES: [C:1]([CH3:2])([CH3:3])([CH3:4])[c:5]1[cH:6][c:7]2[c:8]([n:9][c:10]([C:12]3=[N:16][CH:15]([C:17](=[O:18])[OH:19])[C:14]([CH3:20])([CH3:21])[S:13]3)[s:11]2)[c:22]([O:24][SiH:25]([CH3:26])[CH3:27])[cH:23]1.[CH2:39]([Cl:40])[Cl:41].[Cl:28][C:29]([C:30]([Cl:31])=[O:32])=[O:33].[O:34]=[CH:35][N:36]([CH3:37])[CH3:38]>>[C:1]([CH3:2])([CH3:3])([CH3:4])[c:5]1[cH:6][c:7]2[c:8]([n:9][c:10]([C:12]3=[N:16][CH:15]([C:17](=[O:18])[OH:19])[C:14]([CH3:20])([CH3:21])[S:13]3)[s:11]2)[c:22]([O:24][SiH:25]([CH3:26])[CH3:27])[cH:23]1.[Cl-:28]. Reactants: CC(C)(C)OC(=O)N1CCC(COc2cc(Nc3cnc(C#N)cn3)ncc2[N+](=O)[O-])CC1, CCO, O, O, Cl[Sn]Cl. The product is CC(C)(C)OC(=O)N1CCC(COc2cc(Nc3cnc(C#N)cn3)ncc2N)CC1. RXN SMILES: [C:6](#[N:7])[c:8]1[n:9][cH:10][c:11]([NH:14][c:15]2[n:16][cH:17][c:18]([N+:36]([O-:37])=[O:38])[c:19]([O:21][CH2:22][CH:23]3[CH2:24][CH2:25][N:26]([C:29](=[O:30])[O:31][C:32]([CH3:33])([CH3:34])[CH3:35])[CH2:27][CH2:28]3)[cH:20]2)[n:12][cH:13]1.[CH3:39][CH2:40][OH:41].[OH2:1].[OH2:2].[Sn:3]([Cl:4])[Cl:5]>>[C:6](#[N:7])[c:8]1[n:9][cH:10][c:11]([NH:14][c:15]2[n:16][cH:17][c:18]([NH2:36])[c:19]([O:21][CH2:22][CH:23]3[CH2:24][CH2:25][N:26]([C:29](=[O:30])[O:31][C:32]([CH3:33])([CH3:34])[CH3:35])[CH2:27][CH2:28]3)[cH:20]2)[n:12][cH:13]1. Reactants: C1CCC2=NCCCN2CC1 (DBU), [N+](=O)([O-])C1=CC=C(/C=C/C=O)C=C1 ((E)-4-nitrocinnamaldehyde), N(=O)C1=CC=CC=C1 (nitrosobenzene). The reagents and catalysts are catalyst. Run in ClCCl (dichloromethane). Reaction conditions: time 10 minute. The product is ON(C(\C=C\C1=CC=C(C=C1)[N+](=O)[O-])=O)C1=CC=CC=C1 ((E)-N-hydroxy-3-(4-nitrophenyl)-N-phenylacrylamide). Reaction SMILES: C1CCN2C(=NCCC2)CC1.[N+:12]([C:15]1[CH:24]=[CH:23][C:18](/[CH:19]=[CH:20]/[CH:21]=[O:22])=[CH:17][CH:16]=1)([O-:14])=[O:13].[N:25]([C:27]1[CH:32]=[CH:31][CH:30]=[CH:29][CH:28]=1)=[O:26]>ClCCl>[OH:26][N:25]([C:27]1[CH:32]=[CH:31][CH:30]=[CH:29][CH:28]=1)[C:21](=[O:22])/[CH:20]=[CH:19]/[C:18]1[CH:17]=[CH:16][C:15]([N+:12]([O-:14])=[O:13])=[CH:24][CH:23]=1. Procedure details: DBU (7.5 mg, 0.05 mmol) was added under argon to a solution of (E)-4-nitrocinnamaldehyde (177 mg, 1 mmol), nitrosobenzene (107 mg, 1 mmol) and catalyst (18.2 mg, 0.05 mmol) in dichloromethane (5 mL). The reaction mixture was stirred at room temperature for 10 min. The solvent was removed under vacuum, and the residue was purified by flash silica gel column chromatography using hexane and ethyl acetate as the eluents. The reactants are C1(CC1)N1C=C(C(C2=CC(=C(C=C12)C1=CC(=NC(=C1)C)C)F)=O)C(=O)OCC (ethyl 1-cyclopropyl-7-(2,6-dimethyl-4-pyridinyl)-6-fluoro-1,4-dihydro-4-oxo-3-quinolinecarboxylate), C (charcoal). Run in O (water). Yields the product C1(CC1)N1C=C(C(C2=CC(=C(C=C12)C1=CC(=NC(=C1)C)C)F)=O)C(=O)O (1-cyclopropyl-7-(2,6-dimethyl-4-pyridinyl)-6-fluoro-1,4-dihydro-4-oxo-3-quinolinecarboxylic acid). Yield: 73.1%. RXN SMILES: [CH:1]1([N:4]2[C:13]3[C:8](=[CH:9][C:10]([F:22])=[C:11]([C:14]4[CH:19]=[C:18]([CH3:20])[N:17]=[C:16]([CH3:21])[CH:15]=4)[CH:12]=3)[C:7](=[O:23])[C:6]([C:24]([O:26]CC)=[O:25])=[CH:5]2)[CH2:3][CH2:2]1.C>O>[CH:1]1([N:4]2[C:13]3[C:8](=[CH:9][C:10]([F:22])=[C:11]([C:14]4[CH:15]=[C:16]([CH3:21])[N:17]=[C:18]([CH3:20])[CH:19]=4)[CH:12]=3)[C:7](=[O:23])[C:6]([C:24]([OH:26])=[O:25])=[CH:5]2)[CH2:3][CH2:2]1. Procedure details: A suspension of 12.4 g ethyl 1-cyclopropyl-7-(2,6-dimethyl-4-pyridinyl)-6-fluoro-1,4-dihydro-4-oxo-3-quinolinecarboxylate in 320 ml water containing 3.5 g sodium hydroxide was heated at reflux for 2.5 hours. The reaction mixture was then decolorized with charcoal, filtered and brought to pH 5-5.5 with acetic acid. The solid that precipitated was collected, dried in vacuo and recrystallized from dimethylformamide to give 8.4 g 1-cyclopropyl-7-(2,6-dimethyl-4-pyridinyl)-6-fluoro-1,4-dihydro-4-oxo-... The reactants are COC1=CC=C(C(=S)N)C=C1 (4-methoxythiobenzamide), ClC(C(=O)Cl)C1=CC=CC=C1 (2-chloro-2-phenylacetyl chloride). The product is COC1=CC=C(C=C1)C=1SC(=C(N1)O)C1=CC=CC=C1 (2-(4-Methoxyphenyl)-4-hydroxy-5-phenylthiazole). As a reaction SMILES: [CH3:1][O:2][C:3]1[CH:11]=[CH:10][C:6]([C:7]([NH2:9])=[S:8])=[CH:5][CH:4]=1.Cl[CH:13]([C:17]1[CH:22]=[CH:21][CH:20]=[CH:19][CH:18]=1)[C:14](Cl)=[O:15]>>[CH3:1][O:2][C:3]1[CH:11]=[CH:10][C:6]([C:7]2[S:8][C:13]([C:17]3[CH:22]=[CH:21][CH:20]=[CH:19][CH:18]=3)=[C:14]([OH:15])[N:9]=2)=[CH:5][CH:4]=1. Procedure details: The title compound was prepared according to the method of Scheme II in a manner analogous to Example 31 except 4-methoxythiobenzamide was used instead of thiobenzamide and 2-chloro-2-phenylacetyl chloride was used instead of 2-bromopropionate.